This data is from the Open Reaction Database (ORD), a public repository of structured organic reaction records. The task is: describe an organic reaction: reactants, conditions, products, and yield Reactants: FC1=CC(=C(C=C1N1CCOCC1)N)[N+](=O)[O-] (4-fluoro-5-morpholin-4-yl-2-nitrophenylamine), [H][H] (hydrogen). The reagents and catalysts are [Pd] (palladium-on-charcoal). Run in CO (methanol). Product: FC=1C=C(C(=CC1N1CCOCC1)N)N (4-fluoro-5-morpholin-4-ylbenzene-1,2-diamine). Isolated yield 97.9%. Reaction SMILES: [F:1][C:2]1[C:7]([N:8]2[CH2:13][CH2:12][O:11][CH2:10][CH2:9]2)=[CH:6][C:5]([NH2:14])=[C:4]([N+:15]([O-])=O)[CH:3]=1.[H][H]>CO.[Pd]>[F:1][C:2]1[CH:3]=[C:4]([NH2:15])[C:5]([NH2:14])=[CH:6][C:7]=1[N:8]1[CH2:9][CH2:10][O:11][CH2:12][CH2:13]1. Procedure details: 35 g of 4-fluoro-5-morpholin-4-yl-2-nitrophenylamine in solution in 618 mL of methanol are hydrogenated under 1 bar of hydrogen pressure in the presence of 3.4 g of palladium-on-charcoal at 22° C. for 16 hours. The reaction crude is filtered through celite and the filtrate is concentrated under vacuum in a rotary evaporator. 30 g of 4-fluoro-5-morpholin-4-ylbenzene-1,2-diamine in the form of a brown solid are isolated. 1H NMR (400 MHz, (CD3)2SO, δ in ppm): 2.78 (m: 4H); 3.68 (m: 4H); 4.25 (broad... Starting materials: CCCN(C(=O)OCc1ccccc1)C1CCCN(P(N)(N)=O)C1=O, CCO, [Pd]. Product: CCCNC1CCCN(P(N)(N)=O)C1=O. Reaction SMILES: [CH2:1]([CH2:2][CH3:3])[N:4]([CH:5]1[C:6](=[O:15])[N:7]([P:11](=[O:12])([NH2:13])[NH2:14])[CH2:8][CH2:9][CH2:10]1)[C:16]([O:17][CH2:18][c:19]1[cH:20][cH:21][cH:22][cH:23][cH:24]1)=[O:25].[CH3:26][CH2:27][OH:28].[Pd:29]>>[CH2:1]([CH2:2][CH3:3])[NH:4][CH:5]1[C:6](=[O:15])[N:7]([P:11](=[O:12])([NH2:13])[NH2:14])[CH2:8][CH2:9][CH2:10]1. Starting materials: O=Cc1ccc(Br)o1, O=C([O-])[O-], CCOC(=O)c1cncc(B2OC(C)(C)C(C)(C)O2)c1, [Cs+], [Cs+], C1COCCO1, O, O. Product: CCOC(=O)c1cncc(-c2ccc(C=O)o2)c1. Reaction SMILES: [Br:21][c:22]1[cH:23][cH:24][c:25]([CH:27]=[O:28])[o:26]1.[C:29](=[O:30])([O-:31])[O-:32].[CH3:1][C:2]1([CH3:3])[C:4]([CH3:5])([CH3:6])[O:7][B:8]([c:9]2[cH:10][n:11][cH:12][c:13]([C:14](=[O:15])[O:16][CH2:17][CH3:18])[cH:19]2)[O:20]1.[Cs+:33].[Cs+:34].[O:36]1[CH2:37][CH2:38][O:39][CH2:40][CH2:41]1.[OH2:35].[OH2:42]>>[c:9]1(-[c:22]2[cH:23][cH:24][c:25]([CH:27]=[O:28])[o:26]2)[cH:10][n:11][cH:12][c:13]([C:14](=[O:15])[O:16][CH2:17][CH3:18])[cH:19]1. The reactants are C12C(C(C(CC1)C2)C(=O)[O-])C(=O)[O-].[Na+].[Na+] (disodium bicyclo[2.2.1]heptane-2,3-dicarboxylate), 2L, S(O)(O)(=O)=O (sulfuric acid). The solvent is O (water). Product: C12C(C(C(CC1)C2)C(=O)O)C(=O)O (Bicyclo[2.2.1]heptane-2,3-dicarboxylic Acid). RXN SMILES: [CH:1]12[CH2:7][CH:4]([CH2:5][CH2:6]1)[CH:3]([C:8]([O-:10])=[O:9])[CH:2]2[C:11]([O-:13])=[O:12].[Na+].[Na+].S(=O)(=O)(O)O>O>[CH:1]12[CH2:7][CH:4]([CH2:5][CH2:6]1)[CH:3]([C:8]([OH:10])=[O:9])[CH:2]2[C:11]([OH:13])=[O:12] |f:0.1.2|. Reported procedure: 100.0 g (438.3 mmoles) of disodium bicyclo[2.2.1]heptane-2,3-dicarboxylate (228.15 g/mole) and 280 ml of water were charged into a 2L Erlenmeyer flask with stirring. To this solution was added fuming sulfuric acid until the pH of the resulting solution was ˜1. As the pH became acidic, a white flocculent precipitate formed. The solution was stirred and cooled to room temperature. The precipitate was removed by vacuum filtration and dried overnight in a vacuum oven at 110° C. The resulting product... Starting materials: BrCc1ccccc1, CCO, Cl, [K+], [OH-], O, O, O=C(O)c1ccc(O)cc1. The product is O=C(O)c1ccc(OCc2ccccc2)cc1. Reaction SMILES: [Br:3][CH2:4][c:5]1[cH:6][cH:7][cH:8][cH:9][cH:10]1.[CH3:22][CH2:23][OH:24].[ClH:21].[K+:2].[OH-:1].[OH2:25].[OH2:26].[OH:11][c:12]1[cH:13][cH:14][c:15]([C:16](=[O:17])[OH:18])[cH:19][cH:20]1>>[CH2:4]([c:5]1[cH:6][cH:7][cH:8][cH:9][cH:10]1)[O:11][c:12]1[cH:13][cH:14][c:15]([C:16](=[O:17])[OH:18])[cH:19][cH:20]1. The reactants are CCOC(=O)C(C)(C)Oc1ccc(CN)cc1, CCN=C=NCCCN(C)C, ClCCl, Cl, O=C(O)CCC#Cc1ccc(OC(F)(F)F)cc1. Yields the product CCOC(=O)C(C)(C)Oc1ccc(CNC(=O)CCC#Cc2ccc(OC(F)(F)F)cc2)cc1. RXN SMILES: [CH2:1]([CH3:2])[O:3][C:4]([C:5]([CH3:6])([CH3:7])[O:8][c:9]1[cH:10][cH:11][c:12]([CH2:15][NH2:16])[cH:13][cH:14]1)=[O:17].[CH3:37][N:38]([CH3:39])[CH2:40][CH2:41][CH2:42][N:43]=[C:44]=[N:45][CH2:46][CH3:47].[Cl:48][CH2:49][Cl:50].[ClH:36].[F:18][C:19]([O:20][c:21]1[cH:22][cH:23][c:24]([C:27]#[C:28][CH2:29][CH2:30][C:31](=[O:32])[OH:33])[cH:25][cH:26]1)([F:34])[F:35]>>[CH2:1]([CH3:2])[O:3][C:4]([C:5]([CH3:6])([CH3:7])[O:8][c:9]1[cH:10][cH:11][c:12]([CH2:15][NH:16][C:31]([CH2:30][CH2:29][C:28]#[C:27][c:24]2[cH:23][cH:22][c:21]([O:20][C:19]([F:18])([F:34])[F:35])[cH:26][cH:25]2)=[O:32])[cH:13][cH:14]1)=[O:17]. Reactants: C[O-].[Na+] (sodium methoxide), CO (methanol), C1(=CC=CC=C1)C (toluene), C[O-].[Na+] (sodium methoxide), C(C)OC(=O)C=1C=NC=NC1 (pyrimidine-5-carboxylic acid ethyl ester), C1(=CC=CC=C1)C (toluene). Run in CCOC(=O)C (EtOAc), CCOC(=O)C (EtOAc), O (water), C(C)(=O)O (acetic acid). Reaction conditions: temperature 85 celsius, time 1 hour. Product: COC(CC(C=1C=NC=NC1)=O)=O (3-Oxo-3-pyrimidin-5-yl-propionic acid methyl ester). RXN SMILES: [CH3:1][O-:2].[Na+].C[OH:5].[C:6]1([CH3:12])C=CC=CC=1.C(O[C:16]([C:18]1[CH:19]=[N:20][CH:21]=[N:22][CH:23]=1)=[O:17])C>CCOC(C)=O.O.C(O)(=O)C>[CH3:1][O:2][C:6](=[O:5])[CH2:12][C:16](=[O:17])[C:18]1[CH:23]=[N:22][CH:21]=[N:20][CH:19]=1 |f:0.1|. Reported procedure: Add a 25 wt % solution of sodium methoxide in methanol (4.5 mL, 19.8 mmol) to toluene (40 mL) and heat to 85° C. under N2. Dissolve pyrimidine-5-carboxylic acid ethyl ester (2.0 g, 13.2 mmol) in EtOAc (2.1 mL) and add dropwise to the toluene solution. Heat the reaction mixture for 1 h, then add a suspension of sodium methoxide (715 mg, 13.2 mmol) in EtOAc (15 mL) dropwise. Heat the reaction mixture at 85° C. overnight, then cool to RT and pour into a solution of glacial acetic acid (12 mL) and w...